From a dataset of the Open Reaction Database (ORD), a public repository of structured organic reaction records. describe an organic reaction: reactants, conditions, products, and yield The reactants are C(C)C(CC)(C=1SC=C(C1)C)C1=CC(=C(OCC(C(C)(C)C)=O)C=C1)C (1-{4-[1-Ethyl-1-(4-methyl-tliiophen-2-yl)-propyl]-2-methyl-phenoxy}-3,3-dimethyl-butan-2-one), [BH4-].[Na+] (NaBH4). Run in C1CCOC1.CO (THF MeOH). Run at time 1 hour. Yields the product C(C)C(CC)(C=1SC=C(C1)C)C1=CC(=C(OCC(C(C)(C)C)O)C=C1)C (1-{4-[1-Ethyl-1-(4-methyl-thiophen-2-yl)-propyl]-2-methyl-phenoxy}-3,3-dimethyl-butan-2-ol). Isolated yield 103.0%. RXN SMILES: [CH2:1]([C:3]([C:12]1[CH:25]=[CH:24][C:15]([O:16][CH2:17][C:18](=[O:23])[C:19]([CH3:22])([CH3:21])[CH3:20])=[C:14]([CH3:26])[CH:13]=1)([C:6]1[S:7][CH:8]=[C:9]([CH3:11])[CH:10]=1)[CH2:4][CH3:5])[CH3:2].[BH4-].[Na+]>C1COCC1.CO>[CH2:1]([C:3]([C:12]1[CH:25]=[CH:24][C:15]([O:16][CH2:17][CH:18]([OH:23])[C:19]([CH3:20])([CH3:22])[CH3:21])=[C:14]([CH3:26])[CH:13]=1)([C:6]1[S:7][CH:8]=[C:9]([CH3:11])[CH:10]=1)[CH2:4][CH3:5])[CH3:2] |f:1.2,3.4|. Procedure: To a stirred solution of 1-{4-[1-Ethyl-1-(4-methyl-tliiophen-2-yl)-propyl]-2-methyl-phenoxy}-3,3-dimethyl-butan-2-one (5.2 g, 14 mmol) in THF/MeOH (40 ml/10 ml) at 0° C. is added NaBH4 (528 mg, 14 mmol), warmed to RT, and stirred for 1 h. The reaction is concentrated and the residue is partitioned between EtOAc and 0.2 N HCl. The organic layer is MgSO4 dried and concentrated to give the title compound (5.4 g, quantitative). Reactants: CC(CN1CCCC1)(C)N1C=NC(=C1)NC(C(CC(C)C)N)=O (2-Amino-4-methyl-pentanoic acid [1-(1,1-dimethyl-2-pyrrolidin-1-yl-ethyl)-1H-imidazol-4-yl]-amide), FC=1C=C(C=C(C1)F)CC(=O)O ((3,5-Difluoro-phenyl)-acetic acid). Yields the product CC(CN1CCCC1)(C)N1C=NC(=C1)NC(C(CC(C)C)NC(CC1=CC(=CC(=C1)F)F)=O)=O (2-[2-(3,5-Difluoro-phenyl)-acetylamino]-4-methyl-pentanoic acid [1-(1,1-dimethyl-2-pyrrolidin-1-yl-ethyl)-1H-imidazol-4-yl]-amide). Reaction SMILES: [CH3:1][C:2]([N:10]1[CH:14]=[C:13]([NH:15][C:16](=[O:23])[CH:17]([NH2:22])[CH2:18][CH:19]([CH3:21])[CH3:20])[N:12]=[CH:11]1)([CH3:9])[CH2:3][N:4]1[CH2:8][CH2:7][CH2:6][CH2:5]1.[F:24][C:25]1[CH:26]=[C:27]([CH2:32][C:33](O)=[O:34])[CH:28]=[C:29]([F:31])[CH:30]=1>>[CH3:1][C:2]([N:10]1[CH:14]=[C:13]([NH:15][C:16](=[O:23])[CH:17]([NH:22][C:33](=[O:34])[CH2:32][C:27]2[CH:26]=[C:25]([F:24])[CH:30]=[C:29]([F:31])[CH:28]=2)[CH2:18][CH:19]([CH3:20])[CH3:21])[N:12]=[CH:11]1)([CH3:9])[CH2:3][N:4]1[CH2:8][CH2:7][CH2:6][CH2:5]1. Procedure details: 2-Amino-4-methyl-pentanoic acid [1-(1,1-dimethyl-2-pyrrolidin-1-yl-ethyl)-1H-imidazol-4-yl]-amide was coupled with (3,5-Difluoro-phenyl)-acetic acid to provide the title compound: C13 NMR (100 MHz, CDCl3) 22.5, 22.9, 24.2, 25.0, 26.6, 26.7, 42.9, 43.1, 51.9, 56.0, 59.3, 67.3, 102.9, 105.5, 112.3, 112.6, 131.9, 137.4, 169.1, 169.4; MS m/z 476.3 (M+1). The reactants are [O-]BOc1ccccn1, CCOC(C)=O, [Cu]I, COc1cc(F)c(C#N)c(I)c1OC, [Na+], [Na+], O=C([O-])[O-], C1COCCO1, O, c1ccc(P(c2ccccc2)c2ccccc2)cc1, c1ccc(P(c2ccccc2)(c2ccccc2)[Pd](P(c2ccccc2)(c2ccccc2)c2ccccc2)(P(c2ccccc2)(c2ccccc2)c2ccccc2)P(c2ccccc2)(c2ccccc2)c2ccccc2)cc1. The product is COc1cc(F)c(C#N)c(-c2ccccn2)c1OC. As a reaction SMILES: [BH:15]([O-:16])[O:23][c:17]1[n:18][cH:19][cH:20][cH:21][cH:22]1.[CH3:129][CH2:130][O:131][C:132](=[O:133])[CH3:134].[Cu:126][I:127].[F:1][c:2]1[cH:3][c:4]([O:13][CH3:14])[c:5]([O:11][CH3:12])[c:6]([I:10])[c:7]1[C:8]#[N:9].[Na+:24].[Na+:25].[O-:26][C:27](=[O:28])[O-:29].[O:135]1[CH2:136][CH2:137][O:138][CH2:139][CH2:140]1.[OH2:128].[c:30]1([P:31]([c:32]2[cH:33][cH:34][cH:35][cH:36][cH:37]2)[c:38]2[cH:39][cH:40][cH:41][cH:42][cH:43]2)[cH:44][cH:45][cH:46][cH:47][cH:48]1.[cH:49]1[cH:50][cH:51][c:52]([P:53]([Pd:54]([P:55]([c:56]2[cH:57][cH:58][cH:59][cH:60][cH:61]2)([c:62]2[cH:63][cH:64][cH:65][cH:66][cH:67]2)[c:68]2[cH:69][cH:70][cH:71][cH:72][cH:73]2)([P:74]([c:75]2[cH:76][cH:77][cH:78][cH:79][cH:80]2)([c:81]2[cH:82][cH:83][cH:84][cH:85][cH:86]2)[c:87]2[cH:88][cH:89][cH:90][cH:91][cH:92]2)[P:93]([c:94]2[cH:95][cH:96][cH:97][cH:98][cH:99]2)([c:100]2[cH:101][cH:102][cH:103][cH:104][cH:105]2)[c:106]2[cH:107][cH:108][cH:109][cH:110][cH:111]2)([c:112]2[cH:113][cH:114][cH:115][cH:116][cH:117]2)[c:118]2[cH:119][cH:120][cH:121][cH:122][cH:123]2)[cH:124][cH:125]1>>[F:1][c:2]1[cH:3][c:4]([O:13][CH3:14])[c:5]([O:11][CH3:12])[c:6](-[c:17]2[n:18][cH:19][cH:20][cH:21][cH:22]2)[c:7]1[C:8]#[N:9]. The reactants are CCCc1cccc(C(=O)O)n1, Nc1nnn[nH]1, O=S(Cl)Cl. Product: CCCc1cccc(C(=O)Nc2nnn[nH]2)n1. As a reaction SMILES: [CH2:1]([CH2:2][CH3:3])[c:4]1[cH:5][cH:6][cH:7][c:8]([C:10](=[O:11])[OH:12])[n:9]1.[NH2:17][c:18]1[n:19][n:20][n:21][nH:22]1.[S:13]([Cl:14])([Cl:15])=[O:16]>>[CH2:1]([CH2:2][CH3:3])[c:4]1[cH:5][cH:6][cH:7][c:8]([C:10](=[O:12])[NH:17][c:18]2[nH:19][n:20][n:21][n:22]2)[n:9]1. The reactants are Br (HBr), ClC=1C=C2CCC(C2=CC1S(NCCC)(=O)=O)=O (5-chloro-6-n-propylsulfamoyl-1-indanone), BrBr (bromine). The solvent is C(C)(=O)OCC (ethyl acetate), C(C)(=O)OCC (ethyl acetate). Reaction conditions: time 1 hour. Product: BrC1C(C2=CC(=C(C=C2C1)Cl)S(NCCC)(=O)=O)=O (2-Bromo-5-chloro-6-n-propylsulfamoyl-1-indanone). RXN SMILES: [BrH:1].[Cl:2][C:3]1[CH:4]=[C:5]2[C:9](=[CH:10][C:11]=1[S:12](=[O:18])(=[O:17])[NH:13][CH2:14][CH2:15][CH3:16])[C:8](=[O:19])[CH2:7][CH2:6]2.BrBr>C(OCC)(=O)C>[Br:1][CH:7]1[CH2:6][C:5]2[C:9](=[CH:10][C:11]([S:12](=[O:17])(=[O:18])[NH:13][CH2:14][CH2:15][CH3:16])=[C:3]([Cl:2])[CH:4]=2)[C:8]1=[O:19]. Procedure details: 0.5 L Milliliter of 48% aqueous HBr is added to a solution of 5.76 g (20 mmoles) of 5-chloro-6-n-propylsulfamoyl-1-indanone in 50 ml of ethyl acetate. Thereafter a solution of 3.20 g (20 mmoles) of bromine in 20 ml of ethyl acetate is added dropwise. The mixture is stirred for 1 hour at room temperature, then the solution is concentrated to dryness, and 50 ml of water are added to the residue. The crystalline precipitate is filtered off with suction and washed with water. 2-Bromo-5-chloro-6-n-pr... Reactants: CS(=O)(=O)C1=CC=C(C=C1)C=1C=2N(C=CC1)N=C(N2)N (8-(4-methanesulfonyl-phenyl)-[1,2,4]triazolo[1,5-a]pyridin-2-ylamine), BrC1=CC=C(C=C1)N1CCC(CC1)N1CCN(CC1)C (1-[1-(4-bromo-phenyl)-piperidin-4-yl]-4-methyl-piperazine), C1(CCCCC1)P(C1=C(C=CC=C1)C1=C(C=CC=C1)P(C1CCCCC1)C1CCCCC1)C1CCCCC1 (2,2′-bis-dicyclohexylphosphanyl-biphenyl). Product: CS(=O)(=O)C1=CC=C(C=C1)C=1C=2N(C=CC1)N=C(N2)NC2=CC=C(C=C2)N2CCC(CC2)N2CCN(CC2)C ([8-(4-Methanesulfonyl-phenyl)-[1,2,4]triazolo[1,5-a]pyridin-2-yl]-{4-[4-(4-methyl-piperazin-1-yl)-piperidin-1-yl]-phenyl}-amine), solid. Yield: 13.0%. Reaction SMILES: [CH3:1][S:2]([C:5]1[CH:10]=[CH:9][C:8]([C:11]2[C:12]3[N:13]([N:17]=[C:18]([NH2:20])[N:19]=3)[CH:14]=[CH:15][CH:16]=2)=[CH:7][CH:6]=1)(=[O:4])=[O:3].Br[C:22]1[CH:27]=[CH:26][C:25]([N:28]2[CH2:33][CH2:32][CH:31]([N:34]3[CH2:39][CH2:38][N:37]([CH3:40])[CH2:36][CH2:35]3)[CH2:30][CH2:29]2)=[CH:24][CH:23]=1.C1(P(C2CCCCC2)C2C=CC=CC=2C2C=CC=CC=2P(C2CCCCC2)C2CCCCC2)CCCCC1>>[CH3:1][S:2]([C:5]1[CH:10]=[CH:9][C:8]([C:11]2[C:12]3[N:13]([N:17]=[C:18]([NH:20][C:22]4[CH:27]=[CH:26][C:25]([N:28]5[CH2:29][CH2:30][CH:31]([N:34]6[CH2:35][CH2:36][N:37]([CH3:40])[CH2:38][CH2:39]6)[CH2:32][CH2:33]5)=[CH:24][CH:23]=4)[N:19]=3)[CH:14]=[CH:15][CH:16]=2)=[CH:7][CH:6]=1)(=[O:3])=[O:4]. Procedure details: [8-(4-Methanesulfonyl-phenyl)-[1,2,4]triazolo[1,5-a]pyridin-2-yl]-{4-[4-(4-methyl-piperazin-1-yl)-piperidin-1-yl]-phenyl}-amine was prepared from 8-(4-methanesulfonyl-phenyl)-[1,2,4]triazolo[1,5-a]pyridin-2-ylamine (55.0 mg, 0.191 mmol) and 1-[1-(4-bromo-phenyl)-piperidin-4-yl]-4-methyl-piperazine (70.0 mg, 0.207 mmol) with 2,2′-bis-dicyclohexylphosphanyl-biphenyl (22.0 mg, 0.0402 mmol) as the ligand in a manner analogous to Step 2d. The title compound was isolated as yellow solid (0.014 g, 13%)... Reactants: N1=C(C=CC=C1)C(=NO)C1=NC=CC=C1 (Dipyridin-2-ylmethanone oxime), C(C)(=O)[O-].[NH4+] (ammonium acetate), [OH-].[Na+] (sodium hydroxide). The reagents and catalysts are [Zn] (zinc). Run in C(C)O (ethanol). Product: N1=C(C=CC=C1)C(N)C1=NC=CC=C1 (dipyridin-2-ylmethanamine). Yield: 60.7%. RXN SMILES: [N:1]1[CH:6]=[CH:5][CH:4]=[CH:3][C:2]=1[C:7]([C:10]1[CH:15]=[CH:14][CH:13]=[CH:12][N:11]=1)=[N:8]O.C([O-])(=O)C.[NH4+].[OH-].[Na+]>C(O)C.[Zn]>[N:1]1[CH:6]=[CH:5][CH:4]=[CH:3][C:2]=1[CH:7]([C:10]1[CH:15]=[CH:14][CH:13]=[CH:12][N:11]=1)[NH2:8] |f:1.2,3.4|. Procedure details: Dipyridin-2-ylmethanone oxime (500 mg, 2.510 mmol) and ammonium acetate were solubilized in ethanol and the mixture was reflux for 3 hours adding portion of zinc at 0 h, 1 h and 2 h. The reaction mixture was cooled down to room temperature and stirred over night. The pH was adjusted to 12 with sodium hydroxide and the mixture was filtered through celite. The mixture was diluted with ethyl acetate and the organic layer was washed with brine, dried over magnesium sulfate, filtered and evaporated t... Starting materials: ClC1=C(C=C(C=C1)CO)OC(F)(F)F ((4-chloro-3-(trifluoromethoxy)phenyl)-methanol), BrC1=C(C=CC(=C1)CBr)OC(F)(F)F (2-Bromo-4-(bromomethyl)-1-(trifluoromethoxy)benzene). Product: ClC1=C(C=C(C=C1)CBr)OC(F)(F)F (2-Chloro-5-(bromomethyl)-1-(trifluoromethoxy)benzene). RXN SMILES: [Cl:1][C:2]1[CH:7]=[CH:6][C:5]([CH2:8]O)=[CH:4][C:3]=1[O:10][C:11]([F:14])([F:13])[F:12].[Br:15]C1C=C(CBr)C=CC=1OC(F)(F)F>>[Cl:1][C:2]1[CH:7]=[CH:6][C:5]([CH2:8][Br:15])=[CH:4][C:3]=1[O:10][C:11]([F:14])([F:13])[F:12]. Procedure details: Compound 35.2 was synthesized from (4-chloro-3-(trifluoromethoxy)phenyl)-methanol using the procedure described for the preparation of 19.2. 1H NMR (500 MHz, DMSO-d6) δ 7.74 (1 H, d, J=2.0 Hz), 7.38-7.53 (2 H, m), 4.53 (2 H, d, J=5.6 Hz)